From a dataset of the Open Reaction Database (ORD), a public repository of structured organic reaction records. describe an organic reaction: reactants, conditions, products, and yield Reactants: COc1cc(C(C)=O)c([N+](=O)[O-])cc1OCc1ccccc1, Cc1ccccc1, CC(=O)[O-], [Fe], [NH4+], O. Product: COc1cc(C(C)=O)c(N)cc1OCc1ccccc1. As a reaction SMILES: [CH2:6]([c:7]1[cH:8][cH:9][cH:10][cH:11][cH:12]1)[O:13][c:14]1[cH:15][c:16]([N+:25]([O-:26])=[O:27])[c:17]([C:22]([CH3:23])=[O:24])[cH:18][c:19]1[O:20][CH3:21].[CH3:28][c:29]1[cH:30][cH:31][cH:32][cH:33][cH:34]1.[CH3:2][C:3](=[O:4])[O-:5].[Fe:35].[NH4+:1].[OH2:36]>>[CH2:6]([c:7]1[cH:8][cH:9][cH:10][cH:11][cH:12]1)[O:13][c:14]1[cH:15][c:16]([NH2:25])[c:17]([C:22]([CH3:23])=[O:24])[cH:18][c:19]1[O:20][CH3:21]. The reactants are C(C#C)[C@]12CCC(C=C1CC[C@H]1[C@@H]3CCC([C@@]3(C)CC[C@H]21)=O)=O (10-(2-propynyl)estr-4-ene-3,17-dione), [BH4-].[K+] (potassium borohydride), C(C)(=O)O (Acetic acid). The solvent is CO (methanol). Yields the product O[C@@H]1[C@]2(C)[C@@H](CC1)[C@@H]1CCC3=CC(CC[C@@]3([C@H]1CC2)CC#C)=O (17β-hydroxy-10-(2-propynyl)estr-4-en-3-one). Reaction SMILES: [CH2:1]([C@@:4]12[C@@H:21]3[C@H:12]([C@H:13]4[C@@:17]([CH2:19][CH2:20]3)([CH3:18])[C:16](=[O:22])[CH2:15][CH2:14]4)[CH2:11][CH2:10][C:9]1=[CH:8][C:7](=[O:23])[CH2:6][CH2:5]2)[C:2]#[CH:3].[BH4-].[K+].C(O)(=O)C>CO>[OH:22][C@H:16]1[CH2:15][CH2:14][C@H:13]2[C@H:12]3[C@H:21]([CH2:20][CH2:19][C@:17]12[CH3:18])[C@:4]1([CH2:1][C:2]#[CH:3])[C:9](=[CH:8][C:7](=[O:23])[CH2:6][CH2:5]1)[CH2:10][CH2:11]3 |f:1.2|. Procedure details: A solution of 312 mg of 10-(2-propynyl)estr-4-ene-3,17-dione in 10 ml of absolute methanol is treated with 15 mg of potassium borohydride at 0° C. for 1 hour. Acetic acid (0.05 ml) is added and the solvent is evaporated. The residue is dissolved in ether, the ether solution is washed with 1 N hydrochloric acid and with brine and dried, and the solvent is evaporated. The residue is recrystallized from methanol to give 17β-hydroxy-10-(2-propynyl)estr-4-en-3-one. This compound has the following str... Reactants: Cl (HCl), O1C(OCC1)C1=C(OC2=C1C=CC(=C2)OC)C (3-[1,3]dioxolan-2-yl-6-methoxy-2-methyl-benzofuran). Solvent: C1CCOC1 (THF). Conditions: time 1 hour. Product: COC1=CC2=C(C(=C(O2)C)C=O)C=C1 (6-methoxy-2-methylbenzofuran-3-carbaldehyde). Yield: 81.0%. Reaction SMILES: Cl.[O:2]1CCO[CH:3]1[C:7]1[C:11]2[CH:12]=[CH:13][C:14]([O:16][CH3:17])=[CH:15][C:10]=2[O:9][C:8]=1[CH3:18]>C1COCC1>[CH3:17][O:16][C:14]1[CH:13]=[CH:12][C:11]2[C:7]([CH:3]=[O:2])=[C:8]([CH3:18])[O:9][C:10]=2[CH:15]=1. Procedure details: 2N HCl (5 mL) was added to 3-[1,3]dioxolan-2-yl-6-methoxy-2-methyl-benzofuran in THF (5 mL) at 0° C. After stirring for 1 h at room temperature, the solvent was removed under reduced pressure. The residue was dissolved in EtOAc and washed with saturated NaHCO3. The aqueous layer was extracted with EtOAc (3×20 mL). The organic layers were combined and dried over anhydrous MgSO4. After the solvent was removed, the residue was purified on a silica gel column eluting with EtOAc/hexane (1:9) to give ...